Dataset: the Open Reaction Database (ORD), a public repository of structured organic reaction records. Task: describe an organic reaction: reactants, conditions, products, and yield The reactants are C(C)(C)(C)OC(C[C@@]1([C@@H]2C=CC[C@@H]2C1)CNC(=O)OC(C)(C)C)=O (Tert-butyl[(1R,5S,6S)-6-(tert-butoxycarbonylaminomethyl)bicyclo[3.2.0]hept-3-en-6-yl]acetate), FCCC=1C[C@@H]2C[C@]([C@@H]2C1)(C[N+](=O)[O-])CC(=O)OC(C)(C)C (tert-butyl(±)-[(1R,5S,6S)-3-(2-fluoroethyl)-6-(nitromethyl)bicyclo[3.2.0]hept-3-en-6-yl]acetate). The product is C(C)(C)(C)OC(C[C@@]1([C@@H]2C=C(C[C@@H]2C1)CCF)CNC(=O)OC(C)(C)C)=O (Tert-butyl[(1R,5S,6S)-6-(tert-butoxycarbonylamino)methyl-3-(2-fluoroethyl)bicyclo[3.2.0]hept-3-en-6-yl]acetate). As a reaction SMILES: [C:1]([O:5][C:6](=[O:24])[CH2:7][C@@:8]1([CH2:15][NH:16][C:17]([O:19][C:20]([CH3:23])([CH3:22])[CH3:21])=[O:18])[CH2:14][C@@H:13]2[C@H:9]1[CH:10]=[CH:11][CH2:12]2)([CH3:4])([CH3:3])[CH3:2].[F:25][CH2:26][CH2:27]C1C[C@H]2[C@@H](C=1)[C@](CC(OC(C)(C)C)=O)(C[N+]([O-])=O)C2>>[C:1]([O:5][C:6](=[O:24])[CH2:7][C@@:8]1([CH2:15][NH:16][C:17]([O:19][C:20]([CH3:23])([CH3:22])[CH3:21])=[O:18])[CH2:14][C@@H:13]2[C@H:9]1[CH:10]=[C:11]([CH2:27][CH2:26][F:25])[CH2:12]2)([CH3:4])([CH3:3])[CH3:2]. Procedure details: The compound of interest was obtained as an oil substance (700 mg, 65.8%) in the same way as in paragraph (3-a) using tert-butyl(±)-[(1R,5S,6S)-3-(2-fluoroethyl)-6-(nitromethyl)bicyclo[3.2.0]hept-3-en-6-yl]acetate (870 mg, 2.77 mmol). Starting materials: O=C(O)c1cc2cc(Br)ccc2n1C(c1ccccc1)c1ccccc1, OB(O)c1cccs1. The product is O=C(O)c1cc2cc(-c3cccs3)ccc2n1C(c1ccccc1)c1ccccc1. As a reaction SMILES: [CH:1]([c:2]1[cH:3][cH:4][cH:5][cH:6][cH:7]1)([c:8]1[cH:9][cH:10][cH:11][cH:12][cH:13]1)[n:14]1[c:15]([C:24](=[O:25])[OH:26])[cH:16][c:17]2[cH:18][c:19]([Br:23])[cH:20][cH:21][c:22]12.[s:27]1[c:28]([B:32]([OH:33])[OH:34])[cH:29][cH:30][cH:31]1>>[CH:1]([c:2]1[cH:3][cH:4][cH:5][cH:6][cH:7]1)([c:8]1[cH:9][cH:10][cH:11][cH:12][cH:13]1)[n:14]1[c:15]([C:24](=[O:25])[OH:26])[cH:16][c:17]2[cH:18][c:19](-[c:28]3[s:27][cH:31][cH:30][cH:29]3)[cH:20][cH:21][c:22]12. Starting materials: ClCCl, CNC1CCCCC1NC, CO, Cc1ccccc1, [Cu]I, Ic1ccccc1, [K+], [K+], [K+], NCCc1c[nH]c2ccccc12, O=P([O-])([O-])[O-]. Product: NCCc1cn(-c2ccccc2)c2ccccc12. As a reaction SMILES: [CH2:42]([Cl:43])[Cl:44].[CH3:28][NH:29][CH:30]1[CH2:31][CH2:32][CH2:33][CH2:34][CH:35]1[NH:36][CH3:37].[CH3:40][OH:41].[CH3:45][c:46]1[cH:47][cH:48][cH:49][cH:50][cH:51]1.[Cu:38][I:39].[I:13][c:14]1[cH:15][cH:16][cH:17][cH:18][cH:19]1.[K+:25].[K+:26].[K+:27].[NH2:1][CH2:2][CH2:3][c:4]1[cH:5][nH:6][c:7]2[cH:8][cH:9][cH:10][cH:11][c:12]12.[P:20]([O-:21])([O-:22])([O-:23])=[O:24]>>[NH2:1][CH2:2][CH2:3][c:4]1[cH:5][n:6](-[c:14]2[cH:15][cH:16][cH:17][cH:18][cH:19]2)[c:7]2[cH:8][cH:9][cH:10][cH:11][c:12]12.